describe an organic reaction: reactants, conditions, products, and yield From a dataset of the Open Reaction Database (ORD), a public repository of structured organic reaction records. The reactants are O (water), BrCCCCCBr (1,5-dibromopentane), C([O-])([O-])=O.[K+].[K+] (potassium carbonate), N[C@@H]1CC[C@H](CC1)N(CC1=CC=CC=C1)CC1=CC=CC=C1 (trans-1amino-4-dibenzylaminocyclohexane). Solvent: CN(C)C=O (DMF). The product is C(C1=CC=CC=C1)N([C@@H]1CC[C@H](CC1)N1CCCCC1)CC1=CC=CC=C1 (trans-dibenzyl-4-piperidino-cyclohexylamine). Reaction SMILES: [NH2:1][C@H:2]1[CH2:7][CH2:6][C@H:5]([N:8]([CH2:16][C:17]2[CH:22]=[CH:21][CH:20]=[CH:19][CH:18]=2)[CH2:9][C:10]2[CH:15]=[CH:14][CH:13]=[CH:12][CH:11]=2)[CH2:4][CH2:3]1.Br[CH2:24][CH2:25][CH2:26][CH2:27][CH2:28]Br.C(=O)([O-])[O-].[K+].[K+].O>CN(C=O)C>[CH2:9]([N:8]([CH2:16][C:17]1[CH:18]=[CH:19][CH:20]=[CH:21][CH:22]=1)[C@H:5]1[CH2:6][CH2:7][C@H:2]([N:1]2[CH2:28][CH2:27][CH2:26][CH2:25][CH2:24]2)[CH2:3][CH2:4]1)[C:10]1[CH:11]=[CH:12][CH:13]=[CH:14][CH:15]=1 |f:2.3.4|. Procedure: 2.0 g (6.8 mmol) of trans-1amino-4-dibenzylaminocyclohexane (see Example 2) was dissolved in 50 mL DMF and stirred for 48 h at RT with 1.6 g (7 mmol) of 1,5-dibromopentane and 2 g of potassium carbonate. The mixture was cooled, combined with water, extracted twice with 100 mL of dichloromethane, dried and the solvent was eliminated in vacuo. The residue is purified over a column (about 100 mL silica gel, about 500 mL ethyl acetate 80/methanol 20+1% conc. ammonia). The desired fractions were evap... Starting materials: [H][H] (hydrogen), NCCCCCC(=O)O (6-aminocaproic acid), C(=O)CCCCC(=O)O (5-formylvaleric acid), N (ammonia). The reagents and catalysts are [Ni] (Raney Nickel), [Co] (Cobalt), [Ru].[Zr] (ruthenium zirconium). Run in O (water). Reaction conditions: temperature 300 celsius. Product: C1(CCCCCN1)=O (ε-caprolactam), NCCCCCC(=O)O (6-aminocaproic acid). Reaction SMILES: C(CCCCC(O)=O)=O.N.[H][H].[NH2:13][CH2:14][CH2:15][CH2:16][CH2:17][CH2:18][C:19]([OH:21])=[O:20]>O.[Ni].[Co].[Ru].[Zr]>[C:19]1(=[O:21])[NH:13][CH2:14][CH2:15][CH2:16][CH2:17][CH2:18]1.[NH2:13][CH2:14][CH2:15][CH2:16][CH2:17][CH2:18][C:19]([OH:21])=[O:20] |f:7.8|. Reported procedure: A process for preparing ε-caprolactam is described in U.S. Pat. No. 4,730,040. In this process, methyl 5-formylvalerate is first hydrolyzed (step a) in the presence of water and an acidic agent to yield 5-formylvaleric acid. In this process, the 5-formylvaleric acid is reductively aminated in water through contact with ammonia and hydrogen using a ruthenium/zirconium on alumina catalyst, a Raney Nickel catalyst or a Raney Cobalt catalyst to obtain a 6-aminocaproic acid containing reaction mixtur... Run in O (water). Procedure: A mixture of 1,2,3a, 4,5,6-hexahydro-7,8-dimethoxypyrano[2,3,4-de]isoquinoline (10.0 g), described in Example 56, acetic anhydride (60.0 ml) and pyridine (0.5 ml) is heated on the steam bath for 4 hr. The mixture is poured into water and stirred for 2 hr. The mixture is extracted with chloroform and the extracts are washed with sodium bicarbonate solution and then with brine. The organic solution is dried and evaporated to leave the title compound. A sample, crystallized from isopropanol, had m.... As a reaction SMILES: [CH3:1][O:2][CH:3]1[C:12]2[CH2:11][CH2:10][CH2:9][CH:8]3[CH2:13][CH2:14][O:15][C:6]([C:7]=23)=[CH:5][N:4]1[O:16][CH3:17].[C:18](OC(=O)C)(=[O:20])[CH3:19].N1C=CC=CC=1>O>[C:18]([CH:10]1[CH2:11][C:12]2[CH:3]([O:2][CH3:1])[N:4]([O:16][CH3:17])[CH:5]=[C:6]3[O:15][CH2:14][CH2:13][CH:8]([C:7]=23)[CH2:9]1)(=[O:20])[CH3:19]. Run at time 2 hour. Yields the product C(C)(=O)C1CC2C=3C(=CN(C(C3C1)OC)OC)OCC2 (5-Acetyl-1,2,3a,4,5,6-hexahydro-7,8-dimethoxypyrano[2,3,4-de]isoquinoline). Starting materials: COC1N(C=C2C=3C(CCCC13)CCO2)OC (1,2,3a, 4,5,6-hexahydro-7,8-dimethoxypyrano[2,3,4-de]isoquinoline), C(C)(=O)OC(C)=O (acetic anhydride), N1=CC=CC=C1 (pyridine). Reactants: ClC1=CC=C(C=C1)[Mg]Cl (4-chlorophenyl magnesium chloride), CN(C1(CCC2(OCCO2)CC1)C#N)C (8-dimethylamino-1,4-dioxaspiro[4.5]decane-8-carbonitrile), [Cl-].[NH4+] (ammonium chloride). Run in C(C)OCC (diethylether), C(C)OCC (diethylether). Reaction conditions: time 8 hour. The product is ClC1=CC=C(C=C1)C1OC2(OC1)CCC(CC2)N(C)C ([-(4-chlorophenyl)-1,4-dioxaspiro[4.5]dec-8-yl]dimethylamine). Reaction SMILES: [Cl:1][C:2]1[CH:7]=[CH:6][C:5]([Mg]Cl)=[CH:4][CH:3]=1.[CH3:10][N:11]([CH3:24])[C:12]1(C#N)[CH2:21][CH2:20][C:15]2([O:19][CH2:18][CH2:17][O:16]2)[CH2:14][CH2:13]1.[Cl-].[NH4+]>C(OCC)C>[Cl:1][C:2]1[CH:7]=[CH:6][C:5]([CH:18]2[CH2:17][O:16][C:15]3([CH2:20][CH2:21][CH:12]([N:11]([CH3:24])[CH3:10])[CH2:13][CH2:14]3)[O:19]2)=[CH:4][CH:3]=1 |f:2.3|. Procedure details: Starting with 38 ml 1.0 molar 4-chlorophenyl magnesium chloride solution in diethylether, 4.00 g 8-dimethylamino-1,4-dioxaspiro[4.5]decane-8-carbonitrile, dissolved in 60 ml diethylether, were added dropwise and stirred overnight at ambient temperature. To work up the mixture, 30 ml ammonium chloride solution (20% by weight) were added with ice cooling, the phases were separated, the ethereal phase was washed in succession with 30 ml water and saturated sodium chloride solution, dried over sodiu... Reactants: C(CCC)[Li] (n-butyl lithium), IC1=C(C=C(C=C1C)C1=CC(=CC=C1)C(F)(F)F)OC (4-iodo-3-methoxy-5-methyl-3′-trifluoromethyl-biphenyl), C(=O)=O (carbon dioxide). The solvent is C1CCOC1 (THF). Run at temperature 0 celsius. Yields the product COC=1C=C(C=C(C1C(=O)O)C)C1=CC(=CC=C1)C(F)(F)F (3-Methoxy-5-methyl-3′-trifluoromethyl-biphenyl-4-carboxylic acid). Isolated yield 48.0%. RXN SMILES: I[C:2]1[C:7]([CH3:8])=[CH:6][C:5]([C:9]2[CH:14]=[CH:13][CH:12]=[C:11]([C:15]([F:18])([F:17])[F:16])[CH:10]=2)=[CH:4][C:3]=1[O:19][CH3:20].C([Li])CCC.[C:26](=[O:28])=[O:27]>C1COCC1>[CH3:20][O:19][C:3]1[CH:4]=[C:5]([C:9]2[CH:14]=[CH:13][CH:12]=[C:11]([C:15]([F:18])([F:17])[F:16])[CH:10]=2)[CH:6]=[C:7]([CH3:8])[C:2]=1[C:26]([OH:28])=[O:27]. Reported procedure: A solution of 7.70 g (19.6 mmol) of 4-iodo-3-methoxy-5-methyl-3′-trifluoromethyl-biphenyl in 190 ml of THF was cooled down to −75° C.; then, 13.5 ml (21.6 mmol) of an n-butyl lithium solution (1.6 molar in n-hexane) was added slowly below −70° C. One hour later, the dark-brown reaction mixture was treated with an excess of carbon dioxide gas (dried by bubbling through H2SO4 conc. in a gas washing device) during 2 hours and then warmed up to 0° C. It was subsequently poured into crashed ice, the ... Reactants: O=S(=O)(c1ccc(Nc2ncnc3c2CCN(Cc2ccccc2)C3)cc1)C(F)(F)F, CCN(C(C)C)C(C)C, ClC(Cl)Cl, CC(Cl)OC(=O)Cl. The product is O=S(=O)(c1ccc(Nc2ncnc3c2CCNC3)cc1)C(F)(F)F. Reaction SMILES: [CH2:1]([c:2]1[cH:3][cH:4][cH:5][cH:6][cH:7]1)[N:8]1[CH2:9][c:10]2[n:11][cH:12][n:13][c:14]([NH:18][c:19]3[cH:20][cH:21][c:22]([S:25](=[O:26])(=[O:27])[C:28]([F:29])([F:30])[F:31])[cH:23][cH:24]3)[c:15]2[CH2:16][CH2:17]1.[CH:39]([N:40]([CH2:41][CH3:42])[CH:43]([CH3:44])[CH3:45])([CH3:46])[CH3:47].[CH:48]([Cl:49])([Cl:50])[Cl:51].[Cl:32][CH:33]([O:34][C:35]([Cl:36])=[O:37])[CH3:38]>>[NH:8]1[CH2:9][c:10]2[n:11][cH:12][n:13][c:14]([NH:18][c:19]3[cH:20][cH:21][c:22]([S:25](=[O:26])(=[O:27])[C:28]([F:29])([F:30])[F:31])[cH:23][cH:24]3)[c:15]2[CH2:16][CH2:17]1. The reactants are BrC1=CC=C(C=C1)F (4-bromofluorobenzene), ClC1=CC=C(C=O)C=C1 (4-chlorobenzaldehyde), FC1=CC=C(C=C1)C(O)C1=CC=C(C=C1)C(F)(F)F ((4-Fluorophenyl) [4-(trifluoromethyl)phenyl]methanol). Product: ClC1=CC=C(C=C1)C(O)C1=CC=C(C=C1)F ((4-Chlorophenyl)(4-fluorophenyl)methanol). As a reaction SMILES: Br[C:2]1[CH:7]=[CH:6][C:5]([F:8])=[CH:4][CH:3]=1.[Cl:9][C:10]1[CH:17]=[CH:16][C:13]([CH:14]=[O:15])=[CH:12][CH:11]=1.FC1C=CC(C(C2C=CC(C(F)(F)F)=CC=2)O)=CC=1>>[Cl:9][C:10]1[CH:17]=[CH:16][C:13]([CH:14]([C:2]2[CH:7]=[CH:6][C:5]([F:8])=[CH:4][CH:3]=2)[OH:15])=[CH:12][CH:11]=1. Procedure details: The title compound was prepared starting from 6.00 g (34.29 mmol) of 4-bromofluorobenzene and 5.78 g (41.14 mmol) of 4-chlorobenzaldehyde in analogy to the synthesis of the compound from Example 80A. 7.14 g (88% of theory) of the title compound were obtained.